describe an organic reaction: reactants, conditions, products, and yield From a dataset of the Open Reaction Database (ORD), a public repository of structured organic reaction records. Reactants: CC1(C)OCc2cc(C(O)CBr)ccc2O1, CC[Si](Cl)(CC)CC, CN(C)C=O, c1c[nH]cn1. Product: CC[Si](CC)(CC)OC(CBr)c1ccc2c(c1)COC(C)(C)O2. RXN SMILES: [Br:9][CH2:10][CH:11]([OH:12])[c:13]1[cH:14][c:15]2[c:16]([cH:23][cH:24]1)[O:17][C:18]([CH3:21])([CH3:22])[O:19][CH2:20]2.[CH2:1]([CH3:2])[Si:3]([CH2:4][CH3:5])([CH2:6][CH3:7])[Cl:8].[O:30]=[CH:31][N:32]([CH3:33])[CH3:34].[nH:25]1[cH:26][cH:27][n:28][cH:29]1>>[CH2:1]([CH3:2])[Si:3]([CH2:4][CH3:5])([CH2:6][CH3:7])[O:12][CH:11]([CH2:10][Br:9])[c:13]1[cH:14][c:15]2[c:16]([cH:23][cH:24]1)[O:17][C:18]([CH3:21])([CH3:22])[O:19][CH2:20]2. Reactants: C1(CCCC1)CCC(=O)N(C1=CC(=C(C(=O)O)C=C1)O)CC1=CC=C(C=C1)C#CCCCC1=CC=CC=C1 (4-{(3-cyclopentylpropanoyl)[4-(5-phenylpent-1-yn-1-yl)benzyl]amino}-2-hydroxybenzoic acid), CNC[C@H](O)[C@@H](O)[C@H](O)[C@H](O)CO (N-methyl-D-glucamine). Yields the product CNC[C@H](O)[C@@H](O)[C@H](O)[C@H](O)CO.C1(CCCC1)CCC(=O)N(C1=CC(=C(C(=O)O)C=C1)O)CC1=CC=C(C=C1)C#CCCCC1=CC=CC=C1 (4-{(3-cyclopentylpropanoyl)[4-(5-phenylpent-1-yn-1-yl)benzyl]amino}-2-hydroxybenzoic acid N-methyl-D-glucamine). As a reaction SMILES: [CH:1]1([CH2:6][CH2:7][C:8]([N:10]([CH2:21][C:22]2[CH:27]=[CH:26][C:25]([C:28]#[C:29][CH2:30][CH2:31][CH2:32][C:33]3[CH:38]=[CH:37][CH:36]=[CH:35][CH:34]=3)=[CH:24][CH:23]=2)[C:11]2[CH:19]=[CH:18][C:14]([C:15]([OH:17])=[O:16])=[C:13]([OH:20])[CH:12]=2)=[O:9])[CH2:5][CH2:4][CH2:3][CH2:2]1.[CH3:39][NH:40][CH2:41][C@@H:42]([C@H:44]([C@@H:46]([C@@H:48]([CH2:50][OH:51])[OH:49])[OH:47])[OH:45])[OH:43]>>[CH3:39][NH:40][CH2:41][C@@H:42]([C@H:44]([C@@H:46]([C@@H:48]([CH2:50][OH:51])[OH:49])[OH:47])[OH:45])[OH:43].[CH:1]1([CH2:6][CH2:7][C:8]([N:10]([CH2:21][C:22]2[CH:23]=[CH:24][C:25]([C:28]#[C:29][CH2:30][CH2:31][CH2:32][C:33]3[CH:38]=[CH:37][CH:36]=[CH:35][CH:34]=3)=[CH:26][CH:27]=2)[C:11]2[CH:19]=[CH:18][C:14]([C:15]([OH:17])=[O:16])=[C:13]([OH:20])[CH:12]=2)=[O:9])[CH2:2][CH2:3][CH2:4][CH2:5]1 |f:2.3|. Procedure details: The titled compound was prepared following the procedure D using 4-{(3-cyclopentylpropanoyl)[4-(5-phenylpent-1-yn-1-yl)benzyl]amino}-2-hydroxybenzoic acid and N-methyl-D-glucamine as a beige powder (86%). M− (ESI): 508.3. M+ (ESI): 510.4. HPLC, Rt: 5.57 min (Purity: 98.8%). Starting materials: BrCCCCCCCCCCCCCC=1C=NC=CC1 (3-(13-Bromo-tridecyl)-pyridine), N1=CC(=CC(=C1)C)C (3,5-lutidine). Product: [Br-].CC=1C=[N+](C=C(C1)C)CCCCCCCCCCCCCC=1C=NC=CC1 (3,5-dimethyl-1-(13-pyridin-3-yl-tridecyl)-pyridinium bromide). Yield: 62.0%. Reaction SMILES: [Br:1][CH2:2][CH2:3][CH2:4][CH2:5][CH2:6][CH2:7][CH2:8][CH2:9][CH2:10][CH2:11][CH2:12][CH2:13][CH2:14][C:15]1[CH:16]=[N:17][CH:18]=[CH:19][CH:20]=1.[N:21]1[CH:26]=[C:25]([CH3:27])[CH:24]=[C:23]([CH3:28])[CH:22]=1>>[Br-:1].[CH3:28][C:23]1[CH:22]=[N+:21]([CH2:2][CH2:3][CH2:4][CH2:5][CH2:6][CH2:7][CH2:8][CH2:9][CH2:10][CH2:11][CH2:12][CH2:13][CH2:14][C:15]2[CH:16]=[N:17][CH:18]=[CH:19][CH:20]=2)[CH:26]=[C:25]([CH3:27])[CH:24]=1 |f:2.3|. Procedure: 3-(13-Bromo-tridecyl)-pyridine (1 mmol) was added to 3,5-lutidine (5 ml), and the mixture was heated at 50 C overnight. The excess picoline was removed in a vacuum, and the resulting residue was partitioned between water and ether. The aqueous layer was washed extensively with ether until no 3,5-lutidine was left in the aqueous layer, and then the aqueous layer was extracted with chloroform. The chloroform was removed to afford the product (62%). 1HNMR (300 MHz, CDCl3, ppm), 9.10 (s, 2H), 8.45 (...